Dataset: the Open Reaction Database (ORD), a public repository of structured organic reaction records. Task: describe an organic reaction: reactants, conditions, products, and yield Starting materials: BrCc1ccccc1, O=C([O-])[O-], CN(C)C=O, CC(C)c1ccc(C(=O)C2CCNCC2)cc1, [K+], [K+], O. Product: CC(C)c1ccc(C(=O)C2CCN(Cc3ccccc3)CC2)cc1. Reaction SMILES: [Br:24][CH2:25][c:26]1[cH:27][cH:28][cH:29][cH:30][cH:31]1.[C:18](=[O:19])([O-:20])[O-:21].[CH3:33][N:34]([CH3:35])[CH:36]=[O:37].[CH:1]([CH3:2])([CH3:3])[c:4]1[cH:5][cH:6][c:7]([C:8](=[O:9])[CH:10]2[CH2:11][CH2:12][NH:13][CH2:14][CH2:15]2)[cH:16][cH:17]1.[K+:22].[K+:23].[OH2:32]>>[CH:1]([CH3:2])([CH3:3])[c:4]1[cH:5][cH:6][c:7]([C:8](=[O:9])[CH:10]2[CH2:11][CH2:12][N:13]([CH2:25][c:26]3[cH:27][cH:28][cH:29][cH:30][cH:31]3)[CH2:14][CH2:15]2)[cH:16][cH:17]1. The reactants are CCOC(=O)CBr, O=C([O-])[O-], CCOC(=O)c1sc(Cl)cc1O, CCC(C)=O, [K+], [K+]. Product: CCOC(=O)COc1cc(Cl)sc1C(=O)OCC. Reaction SMILES: [Br:7][CH2:8][C:9](=[O:10])[O:11][CH2:12][CH3:13].[C:1](=[O:2])([O-:3])[O-:4].[CH2:14]([CH3:15])[O:16][C:17](=[O:18])[c:19]1[s:20][c:21]([Cl:25])[cH:22][c:23]1[OH:24].[CH2:26]([C:27]([CH3:28])=[O:29])[CH3:30].[K+:5].[K+:6]>>[CH2:8]([C:9](=[O:10])[O:11][CH2:12][CH3:13])[O:24][c:23]1[c:19]([C:17]([O:16][CH2:14][CH3:15])=[O:18])[s:20][c:21]([Cl:25])[cH:22]1.